Dataset: the Open Reaction Database (ORD), a public repository of structured organic reaction records. Task: describe an organic reaction: reactants, conditions, products, and yield Starting materials: CC(=O)N1Cc2cc(Cl)ncc2C=Cc2ccccc21, COc1ccc(-c2nc3c(cc2F)CN(C(C)=O)c2ccccc2C=C3)cn1, OB(O)c1ccccc1. Yields the product CC(=O)N1Cc2cc(-c3ccccc3)ncc2C=Cc2ccccc21. RXN SMILES: [C:1]([CH3:2])(=[O:3])[N:4]1[CH2:5][c:6]2[c:7]([cH:16][n:17][c:18]([Cl:20])[cH:19]2)[CH:8]=[CH:9][c:10]2[c:11]1[cH:12][cH:13][cH:14][cH:15]2.[C:30]([N:31]1[c:32]2[cH:33][cH:34][cH:35][cH:36][c:37]2[CH:38]=[CH:39][c:40]2[n:41][c:42](-[c:43]3[cH:44][n:45][c:46]([O:47][CH3:48])[cH:49][cH:50]3)[c:51]([F:52])[cH:53][c:54]2[CH2:55]1)(=[O:56])[CH3:57].[OH:21][B:22]([OH:23])[c:24]1[cH:25][cH:26][cH:27][cH:28][cH:29]1>>[C:1]([CH3:2])(=[O:3])[N:4]1[CH2:5][c:6]2[c:7]([cH:16][n:17][c:18](-[c:24]3[cH:25][cH:26][cH:27][cH:28][cH:29]3)[cH:19]2)[CH:8]=[CH:9][c:10]2[c:11]1[cH:12][cH:13][cH:14][cH:15]2.